This data is from the Open Reaction Database (ORD), a public repository of structured organic reaction records. The task is: describe an organic reaction: reactants, conditions, products, and yield The reactants are FC=1C(=CN(C1C=1C(=NC=CC1)C(F)(F)F)S(=O)(=O)C=1C=NC=CC1)CN(C(OC(C)(C)C)=O)C (tert-butyl ({4-fluoro-1-(pyridin-3-ylsulfonyl)-5-[2-(trifluoromethyl)pyridin-3-yl]-1H-pyrrol-3-yl}methyl)methylcarbamate), C(C)(=O)OCC.Cl (hydrogen chloride-ethyl acetate), C(C)O (ethanol). Conditions: time 4 hour. Yields the product C(\C=C\C(=O)O)(=O)O.FC=1C(=CN(C1C=1C(=NC=CC1)C(F)(F)F)S(=O)(=O)C=1C=NC=CC1)CNC (1-{4-fluoro-1-(pyridin-3-ylsulfonyl)-5-[2-(trifluoromethyl)pyridin-3-yl]-1H-pyrrol-3-yl}-N-methylmethanamine fumarate), base. As a reaction SMILES: [F:1][C:2]1[C:3]([CH2:26][N:27](C)[C:28](=O)[O:29][C:30]([CH3:33])(C)C)=[CH:4][N:5]([S:17]([C:20]2[CH:21]=[N:22][CH:23]=[CH:24][CH:25]=2)(=[O:19])=[O:18])[C:6]=1[C:7]1[C:8]([C:13]([F:16])([F:15])[F:14])=[N:9][CH:10]=[CH:11][CH:12]=1.[C:36]([O:39]CC)(=[O:38])[CH3:37].Cl.C([OH:45])C>>[C:30]([OH:29])(=[O:45])/[CH:33]=[CH:37]/[C:36]([OH:39])=[O:38].[F:1][C:2]1[C:3]([CH2:26][NH:27][CH3:28])=[CH:4][N:5]([S:17]([C:20]2[CH:21]=[N:22][CH:23]=[CH:24][CH:25]=2)(=[O:19])=[O:18])[C:6]=1[C:7]1[C:8]([C:13]([F:16])([F:15])[F:14])=[N:9][CH:10]=[CH:11][CH:12]=1 |f:1.2,4.5|. Procedure details: To a solution of tert-butyl ({4-fluoro-1-(pyridin-3-ylsulfonyl)-5-[2-(trifluoromethyl)pyridin-3-yl]-1H-pyrrol-3-yl}methyl)methylcarbamate (506 mg) in ethanol (5 mL) was added 4 mol/L hydrogen chloride-ethyl acetate solution (5 mL), and the mixture was stirred at room temperature for 4 hr. The reaction mixture was concentrated under reduced pressure. Saturated aqueous sodium hydrogen carbonate solution was added to the residue, and the mixture was extracted with ethyl acetate. The extract was was...